The task is: describe an organic reaction: reactants, conditions, products, and yield. This data is from the Open Reaction Database (ORD), a public repository of structured organic reaction records. Yields the product COC1(C(N(C2=CC=CC=C12)CC(OC)OC)=O)OC (3,3-Dimethoxy-1-(2,2-dimethoxyethyl)indolin-2-one). The reactants are COC(CBr)OC (bromoacetaldehyde dimethyl acetal), COC1(C(NC2=CC=CC=C12)=O)OC (3,3-dimethoxyindolin-2-one), [H-].[Na+] (sodium hydride). Procedure details: A solution of 34.3 g of 3,3-dimethoxyindolin-2-one in 400 ml of N,N-dimethylformamide was added dropwise to a suspension of 8.56 g of sodium hydride (60%) in 100 ml of N,N-dimethylformamide at 0° C. in a nitrogen stream. After the mixture was stirred at that temperature for 30 minutes, 36.2 g of bromoacetaldehyde dimethyl acetal was added thereto. The resulting mixture was stirred at 80° C. for 1 day and then concentrated. Ethyl acetate was added to the residue, and the mixture was washed with a... Solvent: CN(C=O)C (N,N-dimethylformamide), CN(C=O)C (N,N-dimethylformamide). Reaction SMILES: [CH3:1][O:2][C:3]1([O:13][CH3:14])[C:11]2[C:6](=[CH:7][CH:8]=[CH:9][CH:10]=2)[NH:5][C:4]1=[O:12].[H-].[Na+].[CH3:17][O:18][CH:19]([O:22][CH3:23])[CH2:20]Br>CN(C)C=O>[CH3:1][O:2][C:3]1([O:13][CH3:14])[C:11]2[C:6](=[CH:7][CH:8]=[CH:9][CH:10]=2)[N:5]([CH2:20][CH:19]([O:22][CH3:23])[O:18][CH3:17])[C:4]1=[O:12] |f:1.2|. The yield is 50.3%. Reaction conditions: time 30 minute. Starting materials: N#Cc1ccc(C(=O)Cl)cc1, COc1ccc2cc(-c3ccc(C)cc3)oc2c1, ClCCl. The product is COc1ccc2c(C(=O)c3ccc(C#N)cc3)c(-c3ccc(C)cc3)oc2c1. As a reaction SMILES: [C:19](#[N:20])[c:21]1[cH:22][cH:23][c:24]([C:25](=[O:26])[Cl:27])[cH:28][cH:29]1.[CH3:1][O:2][c:3]1[cH:4][cH:5][c:6]2[c:7]([o:8][c:9](-[c:11]3[cH:12][cH:13][c:14]([CH3:17])[cH:15][cH:16]3)[cH:10]2)[cH:18]1.[Cl:30][CH2:31][Cl:32]>>[CH3:1][O:2][c:3]1[cH:4][cH:5][c:6]2[c:7]([o:8][c:9](-[c:11]3[cH:12][cH:13][c:14]([CH3:17])[cH:15][cH:16]3)[c:10]2[C:25]([c:24]2[cH:23][cH:22][c:21]([C:19]#[N:20])[cH:29][cH:28]2)=[O:26])[cH:18]1. The reactants are O=C([O-])O, ClC(Cl)Cl, [Cl-], Cl, [K+], Nc1cc(Sc2ccccc2)ccc1[N+](=O)[O-]. The product is Nc1ccc(Sc2ccccc2)cc1N. As a reaction SMILES: [C:20](=[O:21])([OH:22])[O-:23].[CH:25]([Cl:26])([Cl:27])[Cl:28].[Cl-:19].[ClH:18].[K+:24].[NH2:1][c:2]1[c:3]([N+:15]([O-:16])=[O:17])[cH:4][cH:5][c:6]([S:8][c:9]2[cH:10][cH:11][cH:12][cH:13][cH:14]2)[cH:7]1>>[NH2:1][c:2]1[c:3]([NH2:15])[cH:4][cH:5][c:6]([S:8][c:9]2[cH:10][cH:11][cH:12][cH:13][cH:14]2)[cH:7]1. The reactants are Fc1ccc(CBr)cc1, O=C1C(=O)c2ccc(-c3ccccc3)cc2C2=C1SCC1(CCNCC1)O2. Product: O=C1C(=O)c2ccc(-c3ccccc3)cc2C2=C1SCC1(CCN(Cc3ccc(F)cc3)CC1)O2. RXN SMILES: [Br:28][CH2:29][c:30]1[cH:31][cH:32][c:33]([F:36])[cH:34][cH:35]1.[c:1]1(-[c:7]2[cH:8][cH:9][c:10]3[c:24]([cH:25]2)[C:14]2=[C:13]([C:12](=[O:26])[C:11]3=[O:27])[S:18][CH2:17][C:16]3([O:15]2)[CH2:19][CH2:20][NH:21][CH2:22][CH2:23]3)[cH:2][cH:3][cH:4][cH:5][cH:6]1>>[c:1]1(-[c:7]2[cH:8][cH:9][c:10]3[c:24]([cH:25]2)[C:14]2=[C:13]([C:12](=[O:26])[C:11]3=[O:27])[S:18][CH2:17][C:16]3([O:15]2)[CH2:19][CH2:20][N:21]([CH2:29][c:30]2[cH:31][cH:32][c:33]([F:36])[cH:34][cH:35]2)[CH2:22][CH2:23]3)[cH:2][cH:3][cH:4][cH:5][cH:6]1. Reactants: FC(C(=O)O)(F)F (trifluoroacetic acid), FC1=C(C=C(C=C1)F)C1=NC=CC(=C1)NC1=C2C(=NC=C1)C=NN2COCC[Si](C)(C)C (N-(2-(2,5-difluorophenyl)pyridin-4-yl)-1-((2-(trimethylsilyl)ethoxy)methyl)-1H-pyrazolo[4,3-b]pyridin-7-amine), FC1=C(C=C(C=C1)F)C1=NC=CC(=C1)NC=1C=2C(N=CC1)=CN(N2)COCC[Si](C)(C)C (N-(2-(2,5-difluorophenyl)pyridin-4-yl)-2-((2-(trimethylsilyl)ethoxy)methyl)-2H-pyrazolo[4,3-b]pyridin-7-amine). The solvent is C1(=CC=CC=C1)OC (Anisole). Run at temperature 70 celsius, time 15 minute. Yields the product FC1=C(C=C(C=C1)F)C1=NC=CC(=C1)NC1=C2C(=NC=C1)C=NN2 (N-(2-(2,5-difluorophenyl)pyridin-4-yl)-1H-pyrazolo[4,3-b]pyridin-7-amine), C(=O)(C(F)(F)F)O (TFA). As a reaction SMILES: [F:1][C:2]1[CH:7]=[CH:6][C:5]([F:8])=[CH:4][C:3]=1[C:9]1[CH:14]=[C:13]([NH:15][C:16]2[CH:21]=[CH:20][N:19]=[C:18]3[CH:22]=[N:23][N:24](COCC[Si](C)(C)C)[C:17]=23)[CH:12]=[CH:11][N:10]=1.FC1C=CC(F)=CC=1C1C=C(NC2C3C(=CN(COCC[Si](C)(C)C)N=3)N=CC=2)C=CN=1.[F:65][C:66]([F:71])([F:70])[C:67]([OH:69])=[O:68]>C1(OC)C=CC=CC=1>[F:1][C:2]1[CH:7]=[CH:6][C:5]([F:8])=[CH:4][C:3]=1[C:9]1[CH:14]=[C:13]([NH:15][C:16]2[CH:21]=[CH:20][N:19]=[C:18]3[CH:22]=[N:23][NH:24][C:17]=23)[CH:12]=[CH:11][N:10]=1.[C:67]([OH:69])([C:66]([F:71])([F:70])[F:65])=[O:68]. Reported procedure: A mixture of N-(2-(2,5-difluorophenyl)pyridin-4-yl)-1-((2-(trimethylsilyl)ethoxy)methyl)-1H-pyrazolo[4,3-b]pyridin-7-amine and N-(2-(2,5-difluorophenyl)pyridin-4-yl)-2-((2-(trimethylsilyl)ethoxy)methyl)-2H-pyrazolo[4,3-b]pyridin-7-amine (1.2 g, 3.2 mmol) were combined with trifluoroacetic acid (1.1 mL) and stirred at 70° C. for 15 minutes. Anisole (20 μL) was then added and the mixture was further heated at 70° C. The reaction mixture was then purified via preparative HPLC using a gradient of 10... The reactants are [Cl-].[Li+] (lithium chloride), CC=1C(=C(C=C(C1)C)C(=O)C1(CCCCC1)Br)OC (1-bromocyclohexyl 3,5-dimethyl-2-methoxyphenyl ketone), ice water. The solvent is CN(C=O)C (dimethylformamide). Reaction conditions: temperature 90 celsius, time 1 hour. Product: CC=1C(=C(C=C(C1)C)C(=O)C1=CCCCC1)OC (1-cyclohexenyl 3,5-dimethyl-2-methoxyphenyl ketone). As a reaction SMILES: [CH3:1][C:2]1[C:3]([O:18][CH3:19])=[C:4]([C:9]([C:11]2(Br)[CH2:16][CH2:15][CH2:14][CH2:13][CH2:12]2)=[O:10])[CH:5]=[C:6]([CH3:8])[CH:7]=1.[Cl-].[Li+]>CN(C)C=O>[CH3:1][C:2]1[C:3]([O:18][CH3:19])=[C:4]([C:9]([C:11]2[CH2:16][CH2:15][CH2:14][CH2:13][CH:12]=2)=[O:10])[CH:5]=[C:6]([CH3:8])[CH:7]=1 |f:1.2|. Reported procedure: 363.5 Grams of 1-bromocyclohexyl 3,5-dimethyl-2-methoxyphenyl ketone was dissolved in 1 liter of dimethylformamide. To the solution was added 140 g of lithium chloride, followed by stirring at 90° C. for 1 hour. The reaction mixture was poured into 1 liter of ice water with stirring and the organic layer was extracted with 3 liters of methylene chloride. The extract was washed with water and saturated aqueous sodium chloride solution in this order and then dried with anhydrous magnesium sulfate ... The reactants are O=S1(N(CCC1)C1=CC(=C(C(=O)O)C=C1)[N+](=O)[O-])=O (4-(1,1-dioxo-1λ6-isothiazolidin-2-yl)-2-nitrobenzoic acid), CC1=C(C=CC(=C1)C)N1CCNCC1 (1-(2,4-dimethylphenyl)piperazine). Product: CC1=C(C=CC(=C1)C)N1CCN(CC1)C(=O)C1=C(C=C(C=C1)N1S(CCC1)(=O)=O)[N+](=O)[O-] ([4-(2,4-dimethylphenyl)piperazin-1-yl][4-(1,1-dioxo-1λ6-isothiazolidin-2-yl)-2-nitrophenyl]methanone). Yield: 16.2%. As a reaction SMILES: [O:1]=[S:2]1(=[O:19])[CH2:6][CH2:5][CH2:4][N:3]1[C:7]1[CH:15]=[CH:14][C:10]([C:11]([OH:13])=O)=[C:9]([N+:16]([O-:18])=[O:17])[CH:8]=1.[CH3:20][C:21]1[CH:26]=[C:25]([CH3:27])[CH:24]=[CH:23][C:22]=1[N:28]1[CH2:33][CH2:32][NH:31][CH2:30][CH2:29]1>>[CH3:20][C:21]1[CH:26]=[C:25]([CH3:27])[CH:24]=[CH:23][C:22]=1[N:28]1[CH2:29][CH2:30][N:31]([C:11]([C:10]2[CH:14]=[CH:15][C:7]([N:3]3[CH2:4][CH2:5][CH2:6][S:2]3(=[O:1])=[O:19])=[CH:8][C:9]=2[N+:16]([O-:18])=[O:17])=[O:13])[CH2:32][CH2:33]1. Reported procedure: Using 4-(1,1-dioxo-1λ6-isothiazolidin-2-yl)-2-nitrobenzoic acid (967 mg) described in Preparation Example 24 and 1-(2,4-dimethylphenyl)piperazine (639 mg) and by the reaction and treatment in the same manner as in Example 87, the title compound (250 mg) was obtained. Starting materials: OCC(C)(C)NC(=O)C1=C(C(=C(C=C1)C(=O)NC(CO)(C)C)OC)OC (N,N'-bis(2-hydroxy-1,1-dimethylethyl)-2,3-dimethoxy-1,4-phenylenedicarboxamide), S(=O)(Cl)Cl (thionyl chloride), S(=O)(Cl)Cl (thionyl chloride). Run in CCOCC (ether). Reaction conditions: time 3 hour. The product is COC1=C(C=CC(=C1OC)C=1OCC(N1)(C)C)C=1OCC(N1)(C)C (2,2'-(2,3-dimethoxy-1,4-phenylene)-bis (4,4-dimethyl-2-oxazoline)). The yield is 46.5%. RXN SMILES: O[CH2:2][C:3]([NH:6][C:7]([C:9]1[CH:14]=[CH:13][C:12]([C:15]([NH:17][C:18]([CH3:22])([CH3:21])[CH2:19][OH:20])=O)=[C:11]([O:23][CH3:24])[C:10]=1[O:25][CH3:26])=[O:8])([CH3:5])[CH3:4].S(Cl)(Cl)=O>CCOCC>[CH3:26][O:25][C:10]1[C:11]([O:23][CH3:24])=[C:12]([C:15]2[O:20][CH2:19][C:18]([CH3:21])([CH3:22])[N:17]=2)[CH:13]=[CH:14][C:9]=1[C:7]1[O:8][CH2:5][C:3]([CH3:2])([CH3:4])[N:6]=1. Procedure details: To 6.00 g (16.3-mmol) of N,N'-bis(2-hydroxy-1,1-dimethylethyl)-2,3-dimethoxy-1,4-phenylenedicarboxamide, was added 7.0 mL (96.0 mmol) of thionyl chloride. The mixture was stirred at room temperature for 3 hours. Further thereto, 7.0 mL (96.0 mmol) of thionyl chloride was added, and the mixture was stirred at room temperature for one hour. The reaction solution was poured into 50 mL of ether. The supernatant liquid was removed by decantation. Aqueous 10% sodium hydroxide solution was added to the... Starting materials: [Sn](Cl)Cl (Tin (II) chloride), [N+](=O)([O-])C=1C=C(OCC2=CC=C(C=C2)C2=CC=CC=C2)C=CC1 (4-(3-Nitro-phenoxymethyl)-biphenyl), [OH-].[Na+] (NaOH). Run in CO (methanol). Yields the product C1(=CC=C(C=C1)COC=1C=C(N)C=CC1)C1=CC=CC=C1 (3-(Biphenyl-4-ylmethoxy)-aniline). As a reaction SMILES: [Sn](Cl)Cl.[N+:4]([C:7]1[CH:8]=[C:9]([CH:24]=[CH:25][CH:26]=1)[O:10][CH2:11][C:12]1[CH:17]=[CH:16][C:15]([C:18]2[CH:23]=[CH:22][CH:21]=[CH:20][CH:19]=2)=[CH:14][CH:13]=1)([O-])=O.[OH-].[Na+]>CO>[C:15]1([C:18]2[CH:19]=[CH:20][CH:21]=[CH:22][CH:23]=2)[CH:16]=[CH:17][C:12]([CH2:11][O:10][C:9]2[CH:8]=[C:7]([CH:26]=[CH:25][CH:24]=2)[NH2:4])=[CH:13][CH:14]=1 |f:2.3|. Procedure details: Tin (II) chloride (13.6 g (60 mmole)) is added to a solution of 4-(3-Nitro-phenoxymethyl)-biphenyl (4.6 g, 15 mmole) in 120 ml methanol. The reaction mixture is refluxed for 12 hr. The reaction is cooled to room temperature, 4 N of NaOH solution is added with stirring to adjust pH=8. The resulting mixture is filtered through a plug of CELITE, the filtrate concentrated and taken up in ethyl acetate. The organic layer is washed with brine and dried over Na2SO4, and concentrated. The resulting soli...